From a dataset of the Open Reaction Database (ORD), a public repository of structured organic reaction records. describe an organic reaction: reactants, conditions, products, and yield Reactants: NC1=C(N(C2=CC(=CC=C12)Cl)C(=O)OCC)C(C1=CC=CC=C1)=O (ethyl 3-amino-2-benzoyl-6-chloro-1H-indole-1-carboxylate), C1(=CC=C(C=C1)S(=O)(=O)Cl)C (p-toluenesulfonyl chloride). Product: C(C1=CC=CC=C1)(=O)C=1NC2=CC(=CC=C2C1NS(=O)(=O)C1=CC=C(C=C1)C)Cl (N-(2-Benzoyl-6-Chloro-1H-Indol-3-Yl)4-Methylbenzenesulfonamide). Reaction SMILES: [NH2:1][C:2]1[C:10]2[C:5](=[CH:6][C:7]([Cl:11])=[CH:8][CH:9]=2)[N:4](C(OCC)=O)[C:3]=1[C:17](=[O:24])[C:18]1[CH:23]=[CH:22][CH:21]=[CH:20][CH:19]=1.[C:25]1([CH3:35])[CH:30]=[CH:29][C:28]([S:31](Cl)(=[O:33])=[O:32])=[CH:27][CH:26]=1>>[C:17]([C:3]1[NH:4][C:5]2[C:10]([C:2]=1[NH:1][S:31]([C:28]1[CH:29]=[CH:30][C:25]([CH3:35])=[CH:26][CH:27]=1)(=[O:33])=[O:32])=[CH:9][CH:8]=[C:7]([Cl:11])[CH:6]=2)(=[O:24])[C:18]1[CH:19]=[CH:20][CH:21]=[CH:22][CH:23]=1. Procedure details: The title compound was prepared according to the procedure described in Example 33 from ethyl 3-amino-2-benzoyl-6-chloro-1H-indole-1-carboxylate (Example 1, step 2) and p-toluenesulfonyl chloride. Starting materials: CN1CCNCC1, COCCOC, N#CNc1ccccc1-c1cccc(F)c1. Yields the product CN1CCN(C(=N)Nc2ccccc2-c2cccc(F)c2)CC1. RXN SMILES: [CH3:17][N:18]1[CH2:19][CH2:20][NH:21][CH2:22][CH2:23]1.[CH3:24][O:25][CH2:26][CH2:27][O:28][CH3:29].[F:1][c:2]1[cH:3][c:4](-[c:8]2[c:9]([NH:14][C:15]#[N:16])[cH:10][cH:11][cH:12][cH:13]2)[cH:5][cH:6][cH:7]1>>[F:1][c:2]1[cH:3][c:4](-[c:8]2[c:9]([NH:14][C:15](=[NH:16])[N:21]3[CH2:20][CH2:19][N:18]([CH3:17])[CH2:23][CH2:22]3)[cH:10][cH:11][cH:12][cH:13]2)[cH:5][cH:6][cH:7]1.